describe an organic reaction: reactants, conditions, products, and yield From a dataset of the Open Reaction Database (ORD), a public repository of structured organic reaction records. Solvent: CN(C)C=O (DMF), O (water). Run at time 12 hour. As a reaction SMILES: [CH3:1][NH2:2].[C:3]([O:7][C:8]([N:10]1[CH2:15][CH2:14][C:13]2[N:16]=[C:17]([NH:19][C:20]([O:22]C3C=CC=CC=3)=O)[S:18][C:12]=2[CH2:11]1)=[O:9])([CH3:6])([CH3:5])[CH3:4]>CN(C=O)C.O>[C:3]([O:7][C:8]([N:10]1[CH2:15][CH2:14][C:13]2[N:16]=[C:17]([NH:19][C:20]([NH:2][CH3:1])=[O:22])[S:18][C:12]=2[CH2:11]1)=[O:9])([CH3:4])([CH3:5])[CH3:6]. Procedure details: 25 mg methylamine was added to 200 mg 2-phenoxycarbonylamino-6,7-dihydro-4H-thiazolo-[5,4-c]pyridine-5-carboxylic acid tert-butyl ester in 25 mL DMF. The reaction was stirred for 12 h at RT, diluted with water and extracted with ethyl acetate. The organic layer was washed with brine solution and concentrated. The residue was purified by column chromatographie (silica gel, eluent: 40% ethylacetate in hexane) to give 151 mg of desired product. (M+H)+: 313 Yields the product C(C)(C)(C)OC(=O)N1CC2=C(CC1)N=C(S2)NC(=O)NC (2-(3-Methyl-ureido)-6,7-dihydro-4H-thiazolo[5,4-c]pyridine-5-carboxylic acid tert-butyl ester). Isolated yield 90.7%. Starting materials: CN (methylamine), C(C)(C)(C)OC(=O)N1CC2=C(CC1)N=C(S2)NC(=O)OC2=CC=CC=C2 (2-phenoxycarbonylamino-6,7-dihydro-4H-thiazolo-[5,4-c]pyridine-5-carboxylic acid tert-butyl ester). The reactants are COc1ccc(CC(C(O)CCC(C#N)(c2ccc(OC)c(OC)c2)C(C)C)[N+](=O)[O-])cc1OC, CC(=O)OC(C)=O, CN(C)c1ccncc1, ClCCl. Product: COc1ccc(CC(C(CCC(C#N)(c2ccc(OC)c(OC)c2)C(C)C)OC(C)=O)[N+](=O)[O-])cc1OC. Reaction SMILES: [CH3:1][O:2][c:3]1[cH:4][c:5]([CH2:11][CH:12]([CH:13]([CH2:14][CH2:15][C:16]([c:17]2[cH:18][c:19]([O:25][CH3:26])[c:20]([O:23][CH3:24])[cH:21][cH:22]2)([CH:27]([CH3:28])[CH3:29])[C:30]#[N:31])[OH:32])[N+:33](=[O:34])[O-:35])[cH:6][cH:7][c:8]1[O:9][CH3:10].[CH3:36][C:37](=[O:38])[O:39][C:40](=[O:41])[CH3:42].[CH3:43][N:44]([CH3:45])[c:46]1[cH:47][cH:48][n:49][cH:50][cH:51]1.[Cl:52][CH2:53][Cl:54]>>[CH3:1][O:2][c:3]1[cH:4][c:5]([CH2:11][CH:12]([CH:13]([CH2:14][CH2:15][C:16]([c:17]2[cH:18][c:19]([O:25][CH3:26])[c:20]([O:23][CH3:24])[cH:21][cH:22]2)([CH:27]([CH3:28])[CH3:29])[C:30]#[N:31])[O:32][C:37]([CH3:36])=[O:38])[N+:33](=[O:34])[O-:35])[cH:6][cH:7][c:8]1[O:9][CH3:10].